This data is from the Open Reaction Database (ORD), a public repository of structured organic reaction records. The task is: describe an organic reaction: reactants, conditions, products, and yield The reactants are CCOC(C)O, COc1ccc(N)cc1OC, COc1cc2ncc(C#N)c(Cl)c2cc1OC, c1ccncc1. Yields the product COc1ccc(Nc2c(C#N)cnc3cc(OC)c(OC)cc23)cc1OC. Reaction SMILES: [CH2:29]([O:30][CH:31]([OH:32])[CH3:33])[CH3:34].[CH3:18][O:19][c:20]1[cH:21][c:22]([NH2:23])[cH:24][cH:25][c:26]1[O:27][CH3:28].[Cl:1][c:2]1[c:3]([C:16]#[N:17])[cH:4][n:5][c:6]2[cH:7][c:8]([O:14][CH3:15])[c:9]([O:12][CH3:13])[cH:10][c:11]12.[cH:35]1[cH:36][cH:37][n:38][cH:39][cH:40]1>>[c:2]1([NH:23][c:22]2[cH:21][c:20]([O:19][CH3:18])[c:26]([O:27][CH3:28])[cH:25][cH:24]2)[c:3]([C:16]#[N:17])[cH:4][n:5][c:6]2[cH:7][c:8]([O:14][CH3:15])[c:9]([O:12][CH3:13])[cH:10][c:11]12.